The task is: describe an organic reaction: reactants, conditions, products, and yield. This data is from the Open Reaction Database (ORD), a public repository of structured organic reaction records. Reactants: C1(CCCCC1)=O (cyclohexanone), C(C=C)O (allyl alcohol), COC(C)(C)OC (dimethoxypropane). The reagents and catalysts are CC=1C=CC(=CC1)S(=O)(=O)O.O (PTSA.H2O). Run in C1(=CC=CC=C1)C (toluene). Yields the product C(C=C)C1C(CCCC1)=O (2-allylcyclohexanone). The yield is 71.7%. As a reaction SMILES: [C:1]1(=[O:7])[CH2:6][CH2:5][CH2:4][CH2:3][CH2:2]1.[CH2:8](O)[CH:9]=[CH2:10].COC(OC)(C)C>C1(C)C=CC=CC=1.CC1C=CC(S(O)(=O)=O)=CC=1.O>[CH2:10]([CH:2]1[CH2:3][CH2:4][CH2:5][CH2:6][C:1]1=[O:7])[CH:9]=[CH2:8] |f:4.5|. Procedure: A solution of cyclohexanone (98.1 g, 1 mol), allyl alcohol (127.8 g, 2.2 mol), dimethoxypropane (114.6 g, 1.1 mol), and PTSA.H2O (0.1 g, 0.5 mmol) in toluene (0.51) was heated at reflux in a flask equipped with a microdistillation column (30×2.5 cm, filled with Raschig rings). After collecting the fractions distilling at 25-60° C. and 60-110° C., the residue (120 g) was distilled using a 10 cm-Vigreux-column (0.07-0.06 mbar, head temperature: 57° C.) giving 2-allylcyclohexanone (99.1 g, 72%). The reactants are Br, O=C([O-])[O-], ClCCl, CNNCc1ccc(C(=O)NC(C)C)cc1, [K+], [K+], O. Product: CNNCc1ccc(C(=O)NC(C)C)cc1, Cl. As a reaction SMILES: [BrH:1].[C:19](=[O:20])([O-:21])[O-:22].[CH2:25]([Cl:26])[Cl:27].[CH:2]([CH3:3])([CH3:4])[NH:5][C:6]([c:7]1[cH:8][cH:9][c:10]([CH2:13][NH:14][NH:15][CH3:16])[cH:11][cH:12]1)=[O:17].[K+:23].[K+:24].[OH2:18]>>[CH:2]([CH3:3])([CH3:4])[NH:5][C:6]([c:7]1[cH:8][cH:9][c:10]([CH2:13][NH:14][NH:15][CH3:16])[cH:11][cH:12]1)=[O:17].[ClH:26].